This data is from the Open Reaction Database (ORD), a public repository of structured organic reaction records. The task is: describe an organic reaction: reactants, conditions, products, and yield Starting materials: 1-Ethyl-3-(3-dimethylamindpropyl)carbodiimide hydrochloride, ON1N=NC2=C1N=CC=C2 (1-hydroxy-7-azabenzotriazole), ClCCl (dichloromethane), BrC1=C(N)C=CC=C1 (2-bromoaniline), C(C)N(C1=CC(=CC=C1)C)CCCC(=O)O (4-(ethyl-3-methylanilino)butyric acid). The solvent is C(C)(=O)OCC (ethyl acetate), C(C)N(CC)CC (triethylamine). Conditions: time 17 hour. Yields the product BrC1=C(C=CC=C1)NC(CCCN(C1=CC(=CC=C1)C)CC)=O (N-(2-bromophenyl)-4-(ethyl-3-methylanilino)butanamide). As a reaction SMILES: ON1C2N=CC=CC=2N=N1.ClCCl.[Br:14][C:15]1[CH:21]=[CH:20][CH:19]=[CH:18][C:16]=1[NH2:17].[CH2:22]([N:24]([CH2:32][CH2:33][CH2:34][C:35](O)=[O:36])[C:25]1[CH:30]=[CH:29][CH:28]=[C:27]([CH3:31])[CH:26]=1)[CH3:23]>C(OCC)(=O)C.C(N(CC)CC)C>[Br:14][C:15]1[CH:21]=[CH:20][CH:19]=[CH:18][C:16]=1[NH:17][C:35](=[O:36])[CH2:34][CH2:33][CH2:32][N:24]([CH2:22][CH3:23])[C:25]1[CH:30]=[CH:29][CH:28]=[C:27]([CH3:31])[CH:26]=1. Procedure: 1-Ethyl-3-(3-dimethylamindpropyl)carbodiimide hydrochloride (150 mg), 1-hydroxy-7-azabenzotriazole (106 mg), dichloromethane (2 ml), 2-bromoaniline (134 μl), and triethylamine (162 μl) were added to the compound (100 mg) obtained in Step 2, and the mixture was stirred at room temperature for 17 hours. The reaction mixture was diluted with ethyl acetate, washed with water, and dried over magnesium sulfate. The solvent was evaporated and the residue was purified by silica gel chromatography (hexan... The reactants are ClC=1C=CC2=C(C(NC(C=3N2N=C(C3)C=O)=O)C3=CC=CC=C3)C1 (8-Chloro-5,6-dihydro-4-oxo-6-phenyl-4H-pyrazolo[1,5-a][1,4]benzodiazepine-2-carboxaldehyde), CCO (EtOH), O.NN (hydrazine-hydrate). Run in C1CCOC1.CCCCCC (THF hexane). Reaction conditions: time 9 hour. The product is ClC=1C=CC2=C(C(NC(C=3N2N=C(C3)C)=O)C3=CC=CC=C3)C1 (8-Chloro-2-methyl-5,6-dihydro-4-oxo-6-phenyl-4H-pyrazolo[1,5-a][1,4]benzodiazepine). Reaction SMILES: [Cl:1][C:2]1[CH:3]=[CH:4][C:5]2[N:11]3[N:12]=[C:13]([CH:15]=O)[CH:14]=[C:10]3[C:9](=[O:17])[NH:8][CH:7]([C:18]3[CH:23]=[CH:22][CH:21]=[CH:20][CH:19]=3)[C:6]=2[CH:24]=1.CCO.O.NN>C1COCC1.CCCCCC>[Cl:1][C:2]1[CH:3]=[CH:4][C:5]2[N:11]3[N:12]=[C:13]([CH3:15])[CH:14]=[C:10]3[C:9](=[O:17])[NH:8][CH:7]([C:18]3[CH:23]=[CH:22][CH:21]=[CH:20][CH:19]=3)[C:6]=2[CH:24]=1 |f:2.3,4.5|. Procedure: To a solution of 3.43 g. (10.15 mmol) of the end product of Example 15 in 60 ml. of absolute EtOH, was added 12 ml. of hydrazine-hydrate. The reaction was heated to reflux for 17 hours, then cooled and concentrated in vacuo. The residue was taken up in 60 ml. toluene; 1.0 g. potassium t-butoxide added and the mixture heated to reflux for 8 hours, then cooled to room temperature and stirred for 9 hours. The reaction was poured over ice and brine and toluene added. The toluene phase was separated ... Starting materials: ClC=1C=CC(=C(C1)C1=CC(N(C=C1C#N)C(C(=O)NC1=CC=C(C(=O)OC(C)(C)C)C=C1)C)=O)OC(F)(F)F (tert-Butyl 4-[(2-{4-[5-chloro-2-(trifluoromethoxy)phenyl]-5-cyano-2-oxopyridin-1(2H)-yl}propanoyl)amino]benzoate), C(=O)(C(F)(F)F)O (TFA). The product is ClC=1C=CC(=C(C1)C1=CC(N(C=C1C#N)C(C(=O)NC1=CC=C(C(=O)O)C=C1)C)=O)OC(F)(F)F (4-[(2-{4-[5-Chloro-2-(trifluoromethoxy)phenyl]-5-cyano-2-oxopyridin-1(2H)-yl}propanoyl)amino]benzoic acid). Reaction SMILES: [Cl:1][C:2]1[CH:3]=[CH:4][C:5]([O:35][C:36]([F:39])([F:38])[F:37])=[C:6]([C:8]2[C:13]([C:14]#[N:15])=[CH:12][N:11]([CH:16]([CH3:33])[C:17]([NH:19][C:20]3[CH:32]=[CH:31][C:23]([C:24]([O:26]C(C)(C)C)=[O:25])=[CH:22][CH:21]=3)=[O:18])[C:10](=[O:34])[CH:9]=2)[CH:7]=1.C(O)(C(F)(F)F)=O>>[Cl:1][C:2]1[CH:3]=[CH:4][C:5]([O:35][C:36]([F:39])([F:37])[F:38])=[C:6]([C:8]2[C:13]([C:14]#[N:15])=[CH:12][N:11]([CH:16]([CH3:33])[C:17]([NH:19][C:20]3[CH:32]=[CH:31][C:23]([C:24]([OH:26])=[O:25])=[CH:22][CH:21]=3)=[O:18])[C:10](=[O:34])[CH:9]=2)[CH:7]=1. Reported procedure: 107 mg (purity 94%, 0.18 mmol) of tert-butyl 4-[(2-{4-[5-chloro-2-(trifluoromethoxy)phenyl]-5-cyano-2-oxopyridin-1(2H)-yl}propanoyl)amino]benzoate (racemate) (Example 18.2A) were hydrolysed with TFA according to General Method 2. Yield: 59 mg (65% of theory) Starting materials: C(C)(C)(C)OC(=O)N1CC2=CC3=CC=C(N=C3N2[C@@H](C1)C)Br ((4R)-6-bromo-4-methyl-3,4-dihydro-1H-2,4a,5-triaza-fluorene-2-carboxylic acid tert-butyl ester), C(#N)[BH3-].[Na+] (sodium cyanoborohydride). The product is C(C)(C)(C)OC(=O)N1C[C@H]2CC3=CC=C(N=C3N2[C@@H](C1)C)Br ((4R,9aR)-6-Bromo-4-methyl-3,4,9,9a-tetrahydro-1H-2,4a,5-triaza-fluorene-2-carboxylic acid tert-butyl ester). As a reaction SMILES: [C:1]([O:5][C:6]([N:8]1[CH2:20][C@@H:19]([CH3:21])[N:18]2[C:10](=[CH:11][C:12]3[C:17]2=[N:16][C:15]([Br:22])=[CH:14][CH:13]=3)[CH2:9]1)=[O:7])([CH3:4])([CH3:3])[CH3:2].C([BH3-])#N.[Na+]>>[C:1]([O:5][C:6]([N:8]1[CH2:20][C@@H:19]([CH3:21])[N:18]2[C@H:10]([CH2:11][C:12]3[C:17]2=[N:16][C:15]([Br:22])=[CH:14][CH:13]=3)[CH2:9]1)=[O:7])([CH3:4])([CH3:2])[CH3:3] |f:1.2|. Reported procedure: This compound was prepared in analogy to example 2, intermediate, from (4R)-6-bromo-4-methyl-3,4-dihydro-1H-2,4a,5-triaza-fluorene-2-carboxylic acid tert-butyl ester and sodium cyanoborohydride. Starting materials: COC(=O)C=1N(C=CC1)C (1-Methyl-1H-pyrrole-2-carboxylic acid methyl ester), CC#N (CH3CN), CC(C)([O-])C.[K+] (potassium tert-butoxide). Solvent: C1(=CC=CC=C1)C (toluene). Reaction conditions: time 8 hour. Yields the product CN1C(=CC=C1)C(CC#N)=O (3-(1-methyl-1H-pyrrol-2-yl)-3-oxopropionitrile). As a reaction SMILES: CO[C:3]([C:5]1[N:6]([CH3:10])[CH:7]=[CH:8][CH:9]=1)=[O:4].[CH3:11][C:12]#[N:13].CC(C)([O-])C.[K+]>C1(C)C=CC=CC=1>[CH3:10][N:6]1[CH:7]=[CH:8][CH:9]=[C:5]1[C:3](=[O:4])[CH2:11][C:12]#[N:13] |f:2.3|. Procedure details: 1-Methyl-1H-pyrrole-2-carboxylic acid methyl ester (5 g, 35.9 mmol) and CH3CN (2.5 mL) were premixed and added into a suspension of potassium tert-butoxide (5.3 g, 47.2 mmol) in 150 mL of dry toluene at 90° C. The mixture was stirred at this temperature overnight. The solid precipitate was collected by filtration, washed with EtOAc and redissolved in 20 mL of water. The resulting solution was acidified with 1 N HCl to approximately pH 1 and was then extracted with EtOAc. The product 3-(1-methyl-... Starting materials: COC=1C=C(CC2N(CCCC3=C2C=C(C(=C3)OC)OC)C(C(=O)O)C3=CC=CC=C3)C=CC1OC ([1-(3,4-dimethoxy-benzyl)-7,8-dimethoxy-1,3,4,5-tetrahydro-benzo[c]azepin-2-yl]-phenyl-acetic acid), C(C)(C)(C)N (tert-butylamine). The product is C(C)(C)(C)NC(C(C1=CC=CC=C1)N1C(C2=C(CCC1)C=C(C(=C2)OC)OC)CC2=CC(=C(C=C2)OC)OC)=O (N-tert-Butyl-2-[1-(3,4-dimethoxy-benzyl)-7,8-dimethoxy-1,3,4,5-tetrahydro-benzo[c]azepin-2-yl]-2-phenyl-acetamide). Reaction SMILES: [CH3:1][O:2][C:3]1[CH:4]=[C:5]([CH:32]=[CH:33][C:34]=1[O:35][CH3:36])[CH2:6][CH:7]1[C:13]2[CH:14]=[C:15]([O:20][CH3:21])[C:16]([O:18][CH3:19])=[CH:17][C:12]=2[CH2:11][CH2:10][CH2:9][N:8]1[CH:22]([C:26]1[CH:31]=[CH:30][CH:29]=[CH:28][CH:27]=1)[C:23]([OH:25])=O.[C:37]([NH2:41])([CH3:40])([CH3:39])[CH3:38]>>[C:37]([NH:41][C:23](=[O:25])[CH:22]([N:8]1[CH2:9][CH2:10][CH2:11][C:12]2[CH:17]=[C:16]([O:18][CH3:19])[C:15]([O:20][CH3:21])=[CH:14][C:13]=2[CH:7]1[CH2:6][C:5]1[CH:32]=[CH:33][C:34]([O:35][CH3:36])=[C:3]([O:2][CH3:1])[CH:4]=1)[C:26]1[CH:27]=[CH:28][CH:29]=[CH:30][CH:31]=1)([CH3:40])([CH3:39])[CH3:38]. Procedure details: prepared by reaction of [1-(3,4-dimethoxy-benzyl)-7,8-dimethoxy-1,3,4,5-tetrahydro-benzo[c]azepin-2-yl]-phenyl-acetic acid with tert-butylamine. Reaction conditions: temperature -0 celsius, time 15 minute. Procedure: To a solution of 6-(2-ethyl-1-(1H-imidazol-1-yl)butyl)benzo[d]thiazol-2-amine (260 mg, 0.866 mmol) and water (4 mL) at 0° C. was added aqueous HBr (0.98 mL, 8.66 mmol) and the mixture was cooled to −0° C. A cold (−10° C.) solution of sodium nitrite (75 mg, 1.08 mmol) in water (1 mL) was added to the reaction mixture over a period of 5 min while maintaining the temperature below −5° C. and the reaction was stirred at −10° C. for 15 min. To a cold (−10° C.) solution of CuBr2 (253 mg, 1.08 mmol) in... The reactants are C(C)C(C(N1C=NC=C1)C1=CC2=C(N=C(S2)N)C=C1)CC (6-(2-ethyl-1-(1H-imidazol-1-yl)butyl)benzo[d]thiazol-2-amine), Br (HBr), N(=O)[O-].[Na+] (sodium nitrite), CuBr2, C(=O)(O)[O-].[Na+] (NaHCO3). Run in O (water), O (water), O (water), CC#N (MeCN). The product is BrC=1SC2=C(N1)C=CC(=C2)C(C(CC)CC)N2C=NC=C2 (2-bromo-6-(2-ethyl-1-(1H-imidazol-1-yl)butyl)benzo[d]thiazole). RXN SMILES: [CH2:1]([CH:3]([CH2:20][CH3:21])[CH:4]([C:10]1[CH:19]=[CH:18][C:13]2[N:14]=[C:15](N)[S:16][C:12]=2[CH:11]=1)[N:5]1[CH:9]=[CH:8][N:7]=[CH:6]1)[CH3:2].[BrH:22].N([O-])=O.[Na+].C([O-])(O)=O.[Na+]>O.CC#N>[Br:22][C:15]1[S:16][C:12]2[CH:11]=[C:10]([CH:4]([N:5]3[CH:9]=[CH:8][N:7]=[CH:6]3)[CH:3]([CH2:20][CH3:21])[CH2:1][CH3:2])[CH:19]=[CH:18][C:13]=2[N:14]=1 |f:2.3,4.5|.